From a dataset of the Open Reaction Database (ORD), a public repository of structured organic reaction records. describe an organic reaction: reactants, conditions, products, and yield Reaction SMILES: Br[C:2]1(Br)[C:10]2[C:5](=[N:6][CH:7]=[CH:8][CH:9]=2)[N:4]([CH2:11][O:12][CH2:13][CH2:14][Si:15]([CH3:18])([CH3:17])[CH3:16])[C:3]1=[O:19]>C1COCC1.[Cl-].[NH4+].[Zn]>[CH3:16][Si:15]([CH3:18])([CH3:17])[CH2:14][CH2:13][O:12][CH2:11][N:4]1[C:5]2=[N:6][CH:7]=[CH:8][CH:9]=[C:10]2[CH2:2][C:3]1=[O:19] |f:2.3|. Run in C1CCOC1 (THF), [Cl-].[NH4+] (ammonium chloride). The reagents and catalysts are [Zn] (Zinc). Starting materials: BrC1(C(N(C2=NC=CC=C21)COCC[Si](C)(C)C)=O)Br (3,3-Dibromo-1-{[2-(trimethylsilyl)ethoxy]methyl}-1,3-dihydro-2H-pyrrolo[2,3-b]pyridin-2-one). Yields the product C[Si](CCOCN1C(CC=2C1=NC=CC2)=O)(C)C (1-{[2-(Trimethylsilyl)ethoxy]methyl}-1,3-dihydro-2H-pyrrolo[2,3-b]pyridin-2-one). Reported procedure: Zinc (100 g, 1.54 mol) was added to a solution of 3,3-dibromo-1-{[2-(trimethylsilyl)ethoxy]methyl}-1,3-dihydro-2H-pyrrolo[2,3-b]pyridin-2-one from Step B (65 g, 0.154 mol) in THF (880 mL) and saturated aqueous ammonium chloride (220 mL). After 3 h, the reaction was filtered and concentrated in vacuo. The residue was partitioned between EtOAc and H2O which resulted in the formation of a white precipitate. Both layers were filtered through a Celite pad and the layers were separated. The aqueous la... Run at time 3 hour. Starting materials: C(C=C)OC(=O)O[C@H](C)[C@@H]1[C@@H]2N(C(=C(C2)CO)C(=O)[O-])C1=O ((5R,6S)-6-[(1R)-1-allyloxycarbonyloxyethyl]-2-hydroxymethyl-1-carbapen-2-em-3-carboxylate), OCC1=NC=C2SC=CN21 (5-hydroxymethylimidazo[5,1-b]thiazole). Product: O[C@H](C)[C@@H]1[C@@H]2N(C(=C(C2)CN2C(=[N+]3C(SC=C3)=C2)CO)C(=O)[O-])C1=O ((5R,6S)-6-[(1R)-1-hydroxyethyl]-2-(5-hydroxymethylimidazo[5,1-b]thiazolium-6-yl)methyl-1-carbapen-2-em-3-carboxylate). Yield: 6.6%. RXN SMILES: C(OC([O:7][C@@H:8]([C@H:10]1[C:21](=[O:22])[N:12]2[C:13]([C:18]([O-:20])=[O:19])=[C:14]([CH2:16]O)[CH2:15][C@H:11]12)[CH3:9])=O)C=C.[OH:23][CH2:24][C:25]1[N:32]2[C:28]([S:29][CH:30]=[CH:31]2)=[CH:27][N:26]=1>>[OH:7][C@@H:8]([C@H:10]1[C:21](=[O:22])[N:12]2[C:13]([C:18]([O-:20])=[O:19])=[C:14]([CH2:16][N:26]3[CH:27]=[C:28]4[S:29][CH:30]=[CH:31][N+:32]4=[C:25]3[CH2:24][OH:23])[CH2:15][C@H:11]12)[CH3:9]. Procedure: The same procedure as in Example 1 was repeated except that 43 mg of (5R,6S)-6-[(1R)-1-allyloxycarbonyloxyethyl]-2-hydroxymethyl-1-carbapen-2-em-3-carboxylate and 96 mg of 5-hydroxymethylimidazo[5,1-b]thiazole were used, thereby obtaining 3.3 mg of the title compound. Starting materials: N1(CCCC1)C=CC(C)C1=C(C=CC=C1)C1=CC=CC=C1 (1-pyrrolidino-3-p-biphenylyl-1-butene). The reagents and catalysts are [Ni] (Raney nickel). The solvent is C(C)O (ethanol). Product: N1(CCCC1)CCC(C)C1=C(C=CC=C1)C1=CC=CC=C1 (1-pyrrolidino-3-p-biphenylyl-butane). Reaction SMILES: [N:1]1([CH:6]=[CH:7][CH:8]([C:10]2[CH:15]=[CH:14][CH:13]=[CH:12][C:11]=2[C:16]2[CH:21]=[CH:20][CH:19]=[CH:18][CH:17]=2)[CH3:9])[CH2:5][CH2:4][CH2:3][CH2:2]1>C(O)C.[Ni]>[N:1]1([CH2:6][CH2:7][CH:8]([C:10]2[CH:15]=[CH:14][CH:13]=[CH:12][C:11]=2[C:16]2[CH:21]=[CH:20][CH:19]=[CH:18][CH:17]=2)[CH3:9])[CH2:5][CH2:4][CH2:3][CH2:2]1. Procedure details: A solution of 2.77 g of 1-pyrrolidino-3-p-biphenylyl-1-butene (obtainable from 3-p-biphenylyl-butanal and pyrrolidine) in 35 ml of ethanol is hydrogenated over 0.5 g of Raney nickel, for 3 hours at 6 atms and 60°. The catalyst is filtered off and the solution is evaporated to give 1-pyrrolidino-3-p-biphenylyl-butane. Yields the product ClC1=CC=C(C=C1)S(=O)(=O)N1C(CCC1)C1=CC(=CC=C1)F ((RS)-1-(4-Chloro-benzenesulfonyl)-2-(3-fluoro-phenyl)-pyrrolidine). RXN SMILES: [F:1][C:2]1[CH:3]=[C:4]([CH:8]2[CH2:12][CH2:11][CH2:10][NH:9]2)[CH:5]=[CH:6][CH:7]=1.[Cl:13][C:14]1[CH:19]=[CH:18][C:17]([S:20](Cl)(=[O:22])=[O:21])=[CH:16][CH:15]=1>>[Cl:13][C:14]1[CH:19]=[CH:18][C:17]([S:20]([N:9]2[CH2:10][CH2:11][CH2:12][CH:8]2[C:4]2[CH:5]=[CH:6][CH:7]=[C:2]([F:1])[CH:3]=2)(=[O:22])=[O:21])=[CH:16][CH:15]=1. Reported procedure: The title compound, white solid, m.p. 126° C. and MS: m/e=339 (M+) was prepared in accordance with the general method of example 1e from (RS)-2-(3-fluoro-phenyl)-pyrrolidine and 4-chloro-benzenesulfonyl chloride. Starting materials: FC=1C=C(C=CC1)C1NCCC1 ((RS)-2-(3-fluoro-phenyl)-pyrrolidine), ClC1=CC=C(C=C1)S(=O)(=O)Cl (4-chloro-benzenesulfonyl chloride).